Dataset: the Open Reaction Database (ORD), a public repository of structured organic reaction records. Task: describe an organic reaction: reactants, conditions, products, and yield The reactants are C(Cl)Cl.CO.N (DCM MeOH NH3), CN(C)CC1(CCOCC1)C1=CC=C(C=C1)O (4-(4-Dimethylaminomethyl-tetrahydro-pyran-4-yl)-phenol), ClCCCN1CCSCC1 (4-(3-chloro-propyl)-thiomorpholine), C(=O)([O-])[O-].[K+].[K+] (K2CO3). Solvent: CN(C)C=O (DMF). Yields the product CN(CC1(CCOCC1)C1=CC=C(C=C1)OCCCN1CCSCC1)C (Dimethyl-{4-[4-(3-thiomorpholin-4-ylpropoxy)phenyl]tetra-hydro-pyran-4-ylmethyl}amine). Yield: 39.7%. As a reaction SMILES: [CH3:1][N:2]([CH2:4][C:5]1([C:11]2[CH:16]=[CH:15][C:14]([OH:17])=[CH:13][CH:12]=2)[CH2:10][CH2:9][O:8][CH2:7][CH2:6]1)[CH3:3].Cl[CH2:19][CH2:20][CH2:21][N:22]1[CH2:27][CH2:26][S:25][CH2:24][CH2:23]1.C([O-])([O-])=O.[K+].[K+].C(Cl)Cl.CO.N>CN(C=O)C>[CH3:3][N:2]([CH3:1])[CH2:4][C:5]1([C:11]2[CH:16]=[CH:15][C:14]([O:17][CH2:19][CH2:20][CH2:21][N:22]3[CH2:27][CH2:26][S:25][CH2:24][CH2:23]3)=[CH:13][CH:12]=2)[CH2:6][CH2:7][O:8][CH2:9][CH2:10]1 |f:2.3.4,5.6.7|. Procedure details: 4-(4-Dimethylaminomethyl-tetrahydro-pyran-4-yl)-phenol (1000 mg, 4.25 mmol), 4-(3-chloro-propyl)-thiomorpholine (764 mg, 2,13 mmol), DMF (20 ml), and K2CO3 (2.34 g, 17 mmol) were reacted together according to general procedure B. The isolated material was subjected to chromatography on silica, eluant DCM:MeOH:NH3 (95:5:1) to give the title compound (320 mg, 20%). 1H NMR (400 MHz, CDCl3) δ 7.20 (d, 2H), 6.86 (d, 2H), 3.99 (t, 2H), 3.75 (dt, 2H), 3.55 (td, 2H), 2.79-2.64 (m, 8H), 2.55 (t, 2H), 2.4... Reactants: CC(=O)CC(C)C, NC1CCCC1, NC(=O)CCl. Yields the product NC(=O)CNC1CCCC1. Reaction SMILES: [CH2:12]([C:13]([CH3:14])=[O:15])[CH:16]([CH3:17])[CH3:18].[CH:6]1([NH2:11])[CH2:7][CH2:8][CH2:9][CH2:10]1.[Cl:1][CH2:2][C:3](=[O:4])[NH2:5]>>[CH2:2]([C:3](=[O:4])[NH2:5])[NH:11][CH:6]1[CH2:7][CH2:8][CH2:9][CH2:10]1. Starting materials: C1CCC(CC1)N=C=NC2CCCCC2 (DCC), OC(=O)CCCCCCCCC (capric acid), CS(=O)(=O)OC1=CC2=CC=C(C=C2C=C1)C(N)=N (6-amidino-2-naphthol methanesulfonate). The solvent is N1=CC=CC=C1 (pyridine). Reaction conditions: time 30 minute. The product is O(C(=O)CCCCCCCCC)C1=CC2=CC=C(C=C2C=C1)C(N)=N (6-amidino-2-naphthyl caprate). Isolated yield 20.2%. RXN SMILES: [OH:1][C:2]([CH2:4][CH2:5][CH2:6][CH2:7][CH2:8][CH2:9][CH2:10][CH2:11][CH3:12])=[O:3].C1CCC(N=C=NC2CCCCC2)CC1.CS(O[C:33]1[CH:42]=[CH:41][C:40]2[C:35](=[CH:36][CH:37]=[C:38]([C:43](=[NH:45])[NH2:44])[CH:39]=2)[CH:34]=1)(=O)=O>N1C=CC=CC=1>[O:3]([C:33]1[CH:42]=[CH:41][C:40]2[C:35](=[CH:36][CH:37]=[C:38]([C:43](=[NH:44])[NH2:45])[CH:39]=2)[CH:34]=1)[C:2]([CH2:4][CH2:5][CH2:6][CH2:7][CH2:8][CH2:9][CH2:10][CH2:11][CH3:12])=[O:1]. Procedure details: To a solution of 3.0 g of capric acid in 50 ml of anhydrous pyridine, while being cooled in ice, was added 4.4 g of DCC. After stirring for 30 minutes, 5.0 g of 6-amidino-2-naphthol methanesulfonate was added to the mixture and further stirred overnight at room temperature. The precipitate was separated by filtration and washed with a small volume of pyridine. The filtrate and washings were poured into stirred ethyl ether. The precipitated crystals were collected by filtration, washed with ethyl...